describe an organic reaction: reactants, conditions, products, and yield From a dataset of the Open Reaction Database (ORD), a public repository of structured organic reaction records. The reactants are lecithin, solution, C1[C@H]([C@@H]([C@H]([C@@H]([C@H]1N)O[C@@H]2[C@@H]([C@H]([C@@H]([C@H](O2)CN)O)O)O)O)O[C@@H]3[C@@H]([C@H]([C@@H]([C@H](O3)CO)O)N)O)N.OS(=O)(=O)O (kanamycin sulfate). Solvent: aqueous solution, ClCCl (dichloromethane). The product is C1[C@H]([C@@H]([C@H]([C@@H]([C@H]1N)O[C@@H]2[C@@H]([C@H]([C@@H]([C@H](O2)CN)O)O)O)O)O[C@@H]3[C@@H]([C@H]([C@@H]([C@H](O3)CO)O)N)O)N (Kanamycin). RXN SMILES: [CH2:1]1[C@H:6]([NH2:7])[C@@H:5]([O:8][C@H:9]2[O:14][C@H:13]([CH2:15][NH2:16])[C@@H:12]([OH:17])[C@H:11]([OH:18])[C@H:10]2[OH:19])[C@H:4]([OH:20])[C@@H:3]([O:21][C@H:22]2[O:27][C@H:26]([CH2:28][OH:29])[C@@H:25]([OH:30])[C@H:24]([NH2:31])[C@H:23]2[OH:32])[C@@H:2]1[NH2:33].OS(O)(=O)=O>ClCCl>[CH2:1]1[C@H:6]([NH2:7])[C@@H:5]([O:8][C@H:9]2[O:14][C@H:13]([CH2:15][NH2:16])[C@@H:12]([OH:17])[C@H:11]([OH:18])[C@H:10]2[OH:19])[C@H:4]([OH:20])[C@@H:3]([O:21][C@H:22]2[O:27][C@H:26]([CH2:28][OH:29])[C@@H:25]([OH:30])[C@H:24]([NH2:31])[C@H:23]2[OH:32])[C@@H:2]1[NH2:33] |f:0.1|. Procedure: To a solution of 125 ml of dichloromethane was added 1 gram of kanamycin sulfate in 10 ml of aqueous solution. To the resulting solution was added 20 ml of soy lecithin (Alcolec S). The solution was mixed by shaking. Four ml of the solution was applied to each side of a 1"×1" foam wound dressing, which was then allowed to dry. These materials were placed in foil heat sealed bags and subjected to sterilization by use of cobalt irradiation (3.2 megarads). The materials were assayed for antibiotic ... The product is C(#CCCCC)C=1N=C(C=2N=C(N([C@H]3[C@H](O)[C@H](O)[C@@H](CO)O3)C2N1)NC)N (2-(1-Hexynyl)-8-methylaminoadenosine). As a reaction SMILES: I[C:2]1[N:3]=[C:4]([NH2:22])[C:5]2[N:6]=[C:7]([NH:20][CH3:21])[N:8]([C:18]=2[N:19]=1)[C@@H:9]1[O:17][C@H:14]([CH2:15][OH:16])[C@@H:12]([OH:13])[C@H:10]1[OH:11].[CH:23]#[C:24][CH2:25][CH2:26][CH2:27][CH3:28]>>[C:23]([C:2]1[N:3]=[C:4]([NH2:22])[C:5]2[N:6]=[C:7]([NH:20][CH3:21])[N:8]([C:18]=2[N:19]=1)[C@@H:9]1[O:17][C@H:14]([CH2:15][OH:16])[C@@H:12]([OH:13])[C@H:10]1[OH:11])#[C:24][CH2:25][CH2:26][CH2:27][CH3:28]. The reactants are IC=1N=C(C=2N=C(N([C@H]3[C@H](O)[C@H](O)[C@@H](CO)O3)C2N1)NC)N (2-iodo-8-methylaminoadenosine), C#CCCCC (1-hexyn). Reported procedure: The reaction was performed with 2-iodo-8-methylaminoadenosine (7, 50 mg, 0.12 mmol) and 1-hexyn (0.58 mmol). The mixture was purified by column chromatography (5% MeOH in CH2Cl2). Yield 36 mg (0.09 mmol, 79%), mp 161–163÷C; Rƒ 0.23 (5% MeOH in CH2Cl2); 1H NMR (DMSO-d6) δ 7.01 (d, 1H, J=4.81 Hz, NH), 6.61 (s, 2H, NH2), 5.84 (d, 1H, J=7.55 Hz, H-1′), 5.78 (t, 1H, J=4.47 Hz, OH-2′), 5.26 (d, 1H, J=6.87 Hz, OH-5′), 5.15 (d, 1H, J=4.12 Hz, OH-3′), 4.58 (q, 1H, J=5.83 Hz, H-2′), 4.10–4.03 (m, 1H, H-3′... Reactants: FC=1C=CC(=C2C=NN(C12)C1=CC(=C(C=C1)OCC1=CC=CC=C1)F)OC (7-Fluoro-1-{3-fluoro-4-[(phenylmethyl)oxy]phenyl}-4-(methyloxy)-1H-indazole). Run in Br (HBr). Reaction conditions: temperature 120 celsius. The product is FC1=CC=C(C=2C=NN(C12)C1=CC(=C(C=C1)O)F)O (7-Fluoro-1-(3-fluoro-4-hydroxyphenyl)-1H-indazol-4-ol). Yield: 23.0%. As a reaction SMILES: [F:1][C:2]1[CH:3]=[CH:4][C:5]([O:26]C)=[C:6]2[C:10]=1[N:9]([C:11]1[CH:16]=[CH:15][C:14]([O:17]CC3C=CC=CC=3)=[C:13]([F:25])[CH:12]=1)[N:8]=[CH:7]2>Br>[F:1][C:2]1[C:10]2[N:9]([C:11]3[CH:16]=[CH:15][C:14]([OH:17])=[C:13]([F:25])[CH:12]=3)[N:8]=[CH:7][C:6]=2[C:5]([OH:26])=[CH:4][CH:3]=1. Reported procedure: 7-Fluoro-1-{3-fluoro-4-[(phenylmethyl)oxy]phenyl}-4-(methyloxy)-1H-indazole (D27) (280 mg, 0.764 mmol) was dissolved in HBr (48% aq., 15 mL) and refluxed at 120° C. under argon. After 2 hours the mixture was partitioned between DCM (50 mL)/water (50 mL), the pH adjusted to 7 by addition of a 2M solution of NaOH and the layers separated. The aqueous phase was extracted with DCM (3×50 mL) and the combined organics were washed with brine (50 mL), separated and dried over MgSO4, filtered and concent... Yields the product CC#CC(CC(=O)OC)c1ccc(OCC2=CC3(CCC2)CCC(O)C3)cc1. RXN SMILES: [CH2:47]([N+:48]([CH2:49][CH2:50][CH2:51][CH3:52])([CH2:53][CH2:54][CH2:55][CH3:56])[CH2:57][CH2:58][CH2:59][CH3:60])[CH2:61][CH2:62][CH3:63].[CH3:1][O:2][C:3]([CH2:4][CH:5]([C:6]#[C:7][CH3:8])[c:9]1[cH:10][cH:11][c:12]([O:15][CH2:16][C:17]2=[CH:18][C:19]3([CH2:20][CH2:21][CH:22]([O:24][Si:25]([C:26]([CH3:27])([CH3:28])[CH3:29])([c:30]4[cH:31][cH:32][cH:33][cH:34][cH:35]4)[c:36]4[cH:37][cH:38][cH:39][cH:40][cH:41]4)[CH2:23]3)[CH2:42][CH2:43][CH2:44]2)[cH:13][cH:14]1)=[O:45].[F-:46].[O:65]1[CH2:66][CH2:67][CH2:68][CH2:69]1.[OH2:64]>>[CH3:1][O:2][C:3]([CH2:4][CH:5]([C:6]#[C:7][CH3:8])[c:9]1[cH:10][cH:11][c:12]([O:15][CH2:16][C:17]2=[CH:18][C:19]3([CH2:20][CH2:21][CH:22]([OH:24])[CH2:23]3)[CH2:42][CH2:43][CH2:44]2)[cH:13][cH:14]1)=[O:45]. Starting materials: CCCC[N+](CCCC)(CCCC)CCCC, CC#CC(CC(=O)OC)c1ccc(OCC2=CC3(CCC2)CCC(O[Si](c2ccccc2)(c2ccccc2)C(C)(C)C)C3)cc1, [F-], C1CCOC1, O. The reactants are C(C)(C)(C)OC(=O)[C@@H]1N(CCC1)C(COC1=CC(=CC(=C1)C1=NOC(N1)=S)OCC(=O)N1[C@H](CCC1)C(=O)OC(C)(C)C)=O ((R)-1-[[3-[2-[(R)-2-tert-butoxycarbonyl-pyrrolidin-1-yl]-2-oxo-ethoxy]-5-(5-thioxo-4,5-dihydro-[1,2,4]oxadiazol-3-yl)-phenoxy]-acetyl]-pyrrolidine-2-carboxylic acid tert-butyl ester). The solvent is FC(C(=O)O)(F)F (trifluoroacetic acid). Run at time 8 hour. Product: C(=O)(O)[C@@H]1N(CCC1)C(COC=1C=C(OCC(=O)N2[C@H](CCC2)C(=O)O)C=C(C1)C1=NOC(=N1)SC(C)(C)C)=O ((R)-1-[[3-[2-[(R)-2-Carboxy-pyrrolidin-1-yl]-2-oxo-ethoxy]-5-(5-tert-butylsulfanyl-[1,2,4]oxadiazol-3-yl)-phenoxy]-acetyl]pyrrolidine-2-carboxylic acid). Yield: 111.0%. RXN SMILES: C([O:5][C:6]([C@H:8]1[CH2:12][CH2:11][CH2:10][N:9]1[C:13](=[O:44])[CH2:14][O:15][C:16]1[CH:21]=[C:20]([C:22]2[NH:26][C:25](=[S:27])[O:24][N:23]=2)[CH:19]=[C:18]([O:28][CH2:29][C:30]([N:32]2[CH2:36][CH2:35][CH2:34][C@@H:33]2[C:37]([O:39]C(C)(C)C)=[O:38])=[O:31])[CH:17]=1)=[O:7])(C)(C)C>FC(F)(F)C(O)=O>[C:6]([C@H:8]1[CH2:12][CH2:11][CH2:10][N:9]1[C:13](=[O:44])[CH2:14][O:15][C:16]1[CH:17]=[C:18]([CH:19]=[C:20]([C:22]2[N:26]=[C:25]([S:27][C:20]([CH3:22])([CH3:21])[CH3:19])[O:24][N:23]=2)[CH:21]=1)[O:28][CH2:29][C:30]([N:32]1[CH2:36][CH2:35][CH2:34][C@@H:33]1[C:37]([OH:39])=[O:38])=[O:31])([OH:5])=[O:7]. Procedure details: A solution of 315 mg (0.5 mmol) (R)-1-[[3-[2-[(R)-2-tert-butoxycarbonyl-pyrrolidin-1-yl]-2-oxo-ethoxy]-5-(5-thioxo-4,5-dihydro-[1,2,4]oxadiazol-3-yl)-phenoxy]-acetyl]-pyrrolidine-2-carboxylic acid tert-butyl ester in 1.5 ml trifluoroacetic acid was stirred for 4 h at room temperature. The solvent was removed in vacuo and the residue suspended in 10 ml ether. The resulting suspension was stirred overnight. Filtration and drying gave 160 mg (57%) of the title compound as a white powder. The reactants are [OH-].[NH4+] (ammonium hydroxide), C(CC(O)(C(=O)O)CC(=O)O)(=O)O (citric acid), O=C1C(O)=C(O)[C@H](O1)[C@@H](O)CO (ascorbic acid), C(CCCCCCC\C=C/CCCCCCCC)(=O)O (oleic acid), S(=O)([O-])[O-].[Na+].[Na+] (sodium sulphite), C(CN(CC(=O)O)CC(=O)O)N(CC(=O)O)CC(=O)O (EDTA), C(C=C)(=O)[O-] (acrylate), C(CC(O)(C(=O)O)CC(=O)O)(=O)O (citric acid), CCOCCOCCO (ethoxy diglycol), C(CCCCCCC\C=C/CCCCCCCC)(=O)O (oleic acid), C(C(C)O)O (propylene glycol), C[N+](C)(C)CC(=O)O (betaine), CCCCCCCC/C=C\CCCCCCCCOCCOCCO (Oleth-2). Run in O (water), O (water), O (water). Run at temperature 40 celsius. Yields the product NC1=C(C=C(C=C1)CO)O (2-amino-5-hydroxymethyl-phenol). RXN SMILES: [C:1](O)(=O)[CH2:2][C:3]([CH2:8][C:9]([OH:11])=O)([C:5]([OH:7])=O)O.CCOCCOCCO.C(O)(=O)CCCCCCC/C=C\CCCCCCCC.C(O)C(O)C.[CH3:48][N+:49](CC(O)=O)(C)C.CCCCCCCC/C=C\CCCCCCCCOCCOCCO.C([O-])(=O)C=C.S([O-])([O-])=O.[Na+].[Na+].C(N(CC(O)=O)CC(O)=O)CN(CC(O)=O)CC(O)=O.O=C1O[C@H]([C@H](CO)O)C(O)=C1O.[OH-].[NH4+]>O>[NH2:49][C:48]1[CH:1]=[CH:2][C:3]([CH2:5][OH:7])=[CH:8][C:9]=1[OH:11] |f:7.8.9,12.13|. Reported procedure: To prepare pre-mix: Add to a suitable vessel in the following order, citric acid, ethoxy diglycol, oleic acid, propylene glycol, and cocaamidopropyl betaine, then agitate until fully dispersed, then add Oleth-10, Oleth-2 and acrylate co-polymers, continue the agitation for 10 minutes and transfer to main vessel. To the main vessel then add water (heated to 50° C.), oleic acid, water, sodium sulphite, and EDTA. Next weigh out and add the ascorbic acid, then stir well until dissolved. Separately w... Starting materials: CSC=1SC=2C(=NC=CC2)N1 (2-methylthiothiazolo[4,5-b]pyridine), S(=O)(=O)(OC)C1=CC=C(C)C=C1 (methyl tosylate). The solvent is C(C)(=O)OCC (ethyl acetate). Run at temperature 120 celsius, time 30 minute. Yields the product S(=O)(=O)([O-])C1=CC=C(C)C=C1.C[N+]1=C(SC=2C1=NC=CC2)SC (3-methyl-2-methylthiothiazolo[4,5-b]pyridinium tosylate). As a reaction SMILES: [CH3:1][S:2][C:3]1[S:4][C:5]2[C:6]([N:11]=1)=[N:7][CH:8]=[CH:9][CH:10]=2.[S:12]([C:17]1[CH:23]=[CH:22][C:20]([CH3:21])=[CH:19][CH:18]=1)([O:15][CH3:16])(=[O:14])=[O:13]>C(OCC)(=O)C>[S:12]([C:17]1[CH:23]=[CH:22][C:20]([CH3:21])=[CH:19][CH:18]=1)([O-:15])(=[O:14])=[O:13].[CH3:16][N+:11]1[C:6]2=[N:7][CH:8]=[CH:9][CH:10]=[C:5]2[S:4][C:3]=1[S:2][CH3:1] |f:3.4|. Procedure: To 0.626 g of 2-methylthiothiazolo[4,5-b]pyridine (Smith, et al. SULFUR LETTERS, 17, 197-216 (1994)) is added 0.71 g of methyl tosylate and the mixture is heated at 120° C. for one hour. After cooling to room temperature, 10 mL of ethyl acetate is added and the mixture is stirred for 30 minutes. The supernatant liquid is decanted and the product is recovered as an oily layer. Reported procedure: In analogy to the procedure described in example 4(a), the (3R,4R)-4-[4-(3-cyclopropylmethoxy-propoxy)-phenyl]-3-(1,2,3,4-tetrahydro-quinolin-7-ylmethoxy)-piperidine-1-carboxylic acid tert-butyl ester was reacted with 1-bromo-3-hydroxy-propane to yield the (3R,4R)-4-[4-(3-cyclopropylmethoxy-propoxy)-phenyl]-3-[1-(3-hydroxy-propyl)-1,2,3,4-tetrahydro-quinolin-7-ylmethoxy]-piperidine-1-carboxylic acid tert-butyl ester as a light yellow oil; MS: 609 (M+H)+. Yields the product C(C)(C)(C)OC(=O)N1C[C@@H]([C@H](CC1)C1=CC=C(C=C1)OCCCOCC1CC1)OCC1=CC=C2CCCN(C2=C1)CCCO ((3R,4R)-4-[4-(3-cyclopropylmethoxy-propoxy)-phenyl]-3-[1-(3-hydroxy-propyl)-1,2,3,4-tetrahydro-quinolin-7-ylmethoxy]-piperidine-1-carboxylic acid tert-butyl ester). As a reaction SMILES: [C:1]([O:5][C:6]([N:8]1[CH2:13][CH2:12][C@H:11]([C:14]2[CH:19]=[CH:18][C:17]([O:20][CH2:21][CH2:22][CH2:23][O:24][CH2:25][CH:26]3[CH2:28][CH2:27]3)=[CH:16][CH:15]=2)[C@@H:10]([O:29][CH2:30][C:31]2[CH:40]=[C:39]3[C:34]([CH2:35][CH2:36][CH2:37][NH:38]3)=[CH:33][CH:32]=2)[CH2:9]1)=[O:7])([CH3:4])([CH3:3])[CH3:2].Br[CH2:42][CH2:43][CH2:44][OH:45]>>[C:1]([O:5][C:6]([N:8]1[CH2:13][CH2:12][C@H:11]([C:14]2[CH:15]=[CH:16][C:17]([O:20][CH2:21][CH2:22][CH2:23][O:24][CH2:25][CH:26]3[CH2:28][CH2:27]3)=[CH:18][CH:19]=2)[C@@H:10]([O:29][CH2:30][C:31]2[CH:40]=[C:39]3[C:34]([CH2:35][CH2:36][CH2:37][N:38]3[CH2:42][CH2:43][CH2:44][OH:45])=[CH:33][CH:32]=2)[CH2:9]1)=[O:7])([CH3:4])([CH3:2])[CH3:3]. The reactants are C(C)(C)(C)OC(=O)N1C[C@@H]([C@H](CC1)C1=CC=C(C=C1)OCCCOCC1CC1)OCC1=CC=C2CCCNC2=C1 ((3R,4R)-4-[4-(3-cyclopropylmethoxy-propoxy)-phenyl]-3-(1,2,3,4-tetrahydro-quinolin-7-ylmethoxy)-piperidine-1-carboxylic acid tert-butyl ester), BrCCCO (1-bromo-3-hydroxy-propane). The reactants are Cc1ccccc1, COC(=O)C(=O)NC1CC(C)(C)N(OC2CCCCC2)C(C)(C)C1, NCCO. The product is CC1(C)CC(NC(=O)C(=O)NCCO)CC(C)(C)N1OC1CCCCC1. Reaction SMILES: [CH3:29][c:30]1[cH:31][cH:32][cH:33][cH:34][cH:35]1.[CH:1]1([O:7][N:8]2[C:9]([CH3:23])([CH3:24])[CH2:10][CH:11]([NH:16][C:17]([C:18](=[O:19])[O:20][CH3:21])=[O:22])[CH2:12][C:13]2([CH3:14])[CH3:15])[CH2:2][CH2:3][CH2:4][CH2:5][CH2:6]1.[NH2:25][CH2:26][CH2:27][OH:28]>>[CH:1]1([O:7][N:8]2[C:9]([CH3:23])([CH3:24])[CH2:10][CH:11]([NH:16][C:17]([C:18](=[O:19])[NH:25][CH2:26][CH2:27][OH:28])=[O:22])[CH2:12][C:13]2([CH3:14])[CH3:15])[CH2:2][CH2:3][CH2:4][CH2:5][CH2:6]1. Starting materials: CC(C)(C)OC(=O)Nc1cnc2c(c1)cc(C(=CC1CCCC1)c1ccc(S(C)(=O)=O)cc1)n2S(=O)(=O)c1ccccc1, CCCC[N+](CCCC)(CCCC)CCCC, [F-], C1CCOC1. The product is CC(C)(C)OC(=O)Nc1cnc2[nH]c(C(=CC3CCCC3)c3ccc(S(C)(=O)=O)cc3)cc2c1. Reaction SMILES: [C:1]([CH3:2])([CH3:3])([CH3:4])[O:5][C:6]([NH:7][c:8]1[cH:9][c:10]2[c:11]([n:12][cH:13]1)[n:14]([S:34]([c:35]1[cH:36][cH:37][cH:38][cH:39][cH:40]1)(=[O:41])=[O:42])[c:15]([C:17](=[CH:18][CH:19]1[CH2:20][CH2:21][CH2:22][CH2:23]1)[c:24]1[cH:25][cH:26][c:27]([S:30](=[O:31])(=[O:32])[CH3:33])[cH:28][cH:29]1)[cH:16]2)=[O:43].[CH3:45][CH2:46][CH2:47][CH2:48][N+:49]([CH2:50][CH2:51][CH2:52][CH3:53])([CH2:54][CH2:55][CH2:56][CH3:57])[CH2:58][CH2:59][CH2:60][CH3:61].[F-:44].[O:62]1[CH2:63][CH2:64][CH2:65][CH2:66]1>>[C:1]([CH3:2])([CH3:3])([CH3:4])[O:5][C:6]([NH:7][c:8]1[cH:9][c:10]2[c:11]([n:12][cH:13]1)[nH:14][c:15]([C:17](=[CH:18][CH:19]1[CH2:20][CH2:21][CH2:22][CH2:23]1)[c:24]1[cH:25][cH:26][c:27]([S:30](=[O:31])(=[O:32])[CH3:33])[cH:28][cH:29]1)[cH:16]2)=[O:43].